From a dataset of the Open Reaction Database (ORD), a public repository of structured organic reaction records. describe an organic reaction: reactants, conditions, products, and yield Reactants: C(C)(=O)OC1[C@H](OC(C)=O)[C@H]([C@@H](OC(C)=O)[C@H](O1)COC(C)=O)N=[N+]=[N-] (1,2,4,6-tetra-O-acetyl-3-azido-3-deoxy-D-galactopyranose), C(C#C)(=O)OC (methyl propiolate), C(C)(C)N(CC)C(C)C (diisopropylethylamine). Reagents/catalysts: [Cu](I)I (copper iodide). Solvent: C1(=CC=CC=C1)C (toluene). Conditions: time 12 hour. Yields the product C(C)(=O)OC1[C@H](OC(C)=O)[C@H]([C@@H](OC(C)=O)[C@H](O1)COC(C)=O)N1N=NC(=C1)C(=O)OC (1,2,4,6-Tetra-O-acetyl-3-deoxy-3-[4-(methoxycarbonyl)-1H-[1,2,3]-triazol-1-yl]-D-galactopyranose). Yield: 93.0%. As a reaction SMILES: [C:1]([O:4][CH:5]1[O:18][C@H:17]([CH2:19][O:20][C:21](=[O:23])[CH3:22])[C@H:12]([O:13][C:14](=[O:16])[CH3:15])[C@H:11]([N:24]=[N+:25]=[N-:26])[C@H:6]1[O:7][C:8](=[O:10])[CH3:9])(=[O:3])[CH3:2].[C:27]([O:31][CH3:32])(=[O:30])[C:28]#[CH:29].C(N(C(C)C)CC)(C)C>[Cu](I)I.C1(C)C=CC=CC=1>[C:1]([O:4][CH:5]1[O:18][C@H:17]([CH2:19][O:20][C:21](=[O:23])[CH3:22])[C@H:12]([O:13][C:14](=[O:16])[CH3:15])[C@H:11]([N:24]2[CH:29]=[C:28]([C:27]([O:31][CH3:32])=[O:30])[N:26]=[N:25]2)[C@H:6]1[O:7][C:8](=[O:10])[CH3:9])(=[O:3])[CH3:2]. Procedure: A mixture of 1,2,4,6-tetra-O-acetyl-3-azido-3-deoxy-D-galactopyranose 22 (Lowary and Hindsgaul, 1994) (10 mg, 0.027 mmol), methyl propiolate (2.4 μL, 1 eq.), copper iodide (0.6 mg, 0.1 eq.), diisopropylethylamine (1 eq.), and toluene (1 mL) were stirred together for 12 h at r.t. The solvent was evaporated and the product was purified by column chromatography (SiO2, heptane:EtOAc 2:1) to give 23 (12.2 mg, 93%). The solvent is N1=CC=CC=C1 (pyridine). Reactants: C(C)(=O)C=1C=C2C(CCC(C2=CC1)(C)C)(C)C (6-acetyl-1,2,3,4-tetrahydro-1,1,4,4-tetramethylnaphthalene), [Cl-].O[NH3+] (hydroxylammonium chloride), Cl (hydrochloric acid). Procedure details: 15 g (65 millimoles) of 6-acetyl-1,2,3,4-tetrahydro-1,1,4,4-tetramethylnaphthalene and 6.5 g (91 millimoles) of hydroxylammonium chloride in 100 ml of pyridine were heated for 1 hour at 80° C. After cooling, the mixture was poured onto water and acidified with 2N hydrochloric acid. The precipitated crystals were filtered off under suction, washed with water and dried. 16 g of 6-[1-hydroximinoethyl]-1,2,3,4-tetrahydro-1,1,4,4-tetramethylnaphthalene were obtained in this manner. 5 g (20 millimoles... RXN SMILES: [C:1]([C:4]1[CH:5]=[C:6]2[C:11](=[CH:12][CH:13]=1)[C:10]([CH3:15])([CH3:14])[CH2:9][CH2:8][C:7]2([CH3:17])[CH3:16])(=O)[CH3:2].[Cl-].[OH:19][NH3+:20].Cl>N1C=CC=CC=1>[N:20](=[C:1]([C:4]1[CH:5]=[C:6]2[C:11](=[CH:12][CH:13]=1)[C:10]([CH3:15])([CH3:14])[CH2:9][CH2:8][C:7]2([CH3:17])[CH3:16])[CH3:2])[OH:19] |f:1.2|. Isolated yield 100.3%. Yields the product N(O)=C(C)C=1C=C2C(CCC(C2=CC1)(C)C)(C)C (6-[1-hydroximinoethyl]-1,2,3,4-tetrahydro-1,1,4,4-tetramethylnaphthalene).